Task: describe an organic reaction: reactants, conditions, products, and yield. Dataset: the Open Reaction Database (ORD), a public repository of structured organic reaction records The reactants are C(=C)[C@H]1[C@](C1)(C(NS(=O)(=O)C1(CC1)C(=C)C)=O)NC(OC(C)(C)C)=O (tert-butyl [(1R,2S)-2-ethenyl-1-({[1-(prop-1-en-2-yl)cyclopropyl]sulfonyl}carbamoyl)cyclopropyl]carbamate), Cl (HCl). Solvent: O1CCOCC1 (dioxane). Run at time 3 hour. Yields the product Cl.N[C@]1([C@@H](C1)C=C)C(=O)NS(=O)(=O)C1(CC1)C(=C)C ((1R,2S)-1-amino-2-ethenyl-N-{[1-(prop-1-en-2-yl)cyclopropyl]sulfonyl}cyclopropanecarboxamide hydrochloride). Reaction SMILES: [CH:1]([C@@H:3]1[CH2:5][C@:4]1([NH:18]C(=O)OC(C)(C)C)[C:6](=[O:17])[NH:7][S:8]([C:11]1([C:14]([CH3:16])=[CH2:15])[CH2:13][CH2:12]1)(=[O:10])=[O:9])=[CH2:2].[ClH:26]>O1CCOCC1>[ClH:26].[NH2:18][C@:4]1([C:6]([NH:7][S:8]([C:11]2([C:14]([CH3:16])=[CH2:15])[CH2:13][CH2:12]2)(=[O:10])=[O:9])=[O:17])[CH2:5][C@H:3]1[CH:1]=[CH2:2] |f:3.4|. Procedure: The product of step 1 (136 mg) was dissolved in a solution of HCl in dioxane (1.5 mL). The mixture was stirred for 3 hours at room temperature. The solvent was removed in vacuo and the crude product was used in the next step. 1H NMR (400 MHz, CDCl3): δ (ppm) 5.69-5.62 (m, 1H), 5.41 (d, 1H), 5.26 (d, 1H), 5.23 (s, 1H), 5.21 (s, 1H), 2.77-2.72 (m, 1H), 2.02-1.98 (m, 1H), 1.95 (s, 3H), 1.93-1.84 (m, 2H), 1.74-1.69 (m, 1H), 1.17-1.06 (m, 2H). The reactants are CC1(CC(=NC2=CC=C(C=C12)C#CC1=CC=C(C(=O)O)C=C1)OC(C)C)C (4-[(4,4-dimethyl-2-iso-propoxy-3,4-dihydro-6-quinolinyl)ethynyl]benzoic acid), CC1(CC(=NC2=CC=C(C=C12)C#CC1=CC=C(C(=O)O)C=C1)OC(C)C)C (4-[(4,4-dimethyl-2-iso-propoxy-3,4-dihydro-6-quinolinyl)ethynyl]benzoic acid), CC1(CC(=NC2=CC=C(C=C12)C#CC1=CC=C(C(=O)OCC)C=C1)SCCCCCCC)C (ethyl 4-[(4,4-dimethyl-2-heptylthio-3,4-dihydro-6-quinolinyl)ethynyl]benzoate), CC1(CC(=NC2=CC=C(C=C12)C#CC1=CC=C(C(=O)OCC)C=C1)SCCCCCCC)C (ethyl 4-[(4,4-dimethyl-2-heptylthio-3,4-dihydro-6-quinolinyl)ethynyl]benzoate), [Li+].[OH-] (LiOH). Reported procedure: 0.0647 g (0.140 mmol) of ethyl 4-[(4,4-dimethyl-2-heptylthio-3,4-dihydro-6-quinolinyl)ethynyl]benzoate (Compound 10) in 2 ml of THF, 1 ml of EtOH was reacted with 2 ml of 1N LiOH substantially in accordance with the procedure used for the preparation of 4-[(4,4-dimethyl-2-iso-propoxy-3,4-dihydro-6-quinolinyl)ethynyl]benzoic acid (Compound 11). Purification by recrystallization in acetonitrile yielded the title compound as a yellow powder. Yields the product CC1(CC(=NC2=CC=C(C=C12)C#CC1=CC=C(C(=O)O)C=C1)SCCCCCCC)C (4-[(4,4-Dimethyl-2-heptylthio-3,4-dihydro-6-quinolinyl)ethynyl]benzoic acid). Solvent: C1CCOC1 (THF), CCO (EtOH). Reaction SMILES: [CH3:1][C:2]1([CH3:33])[C:11]2[C:6](=[CH:7][CH:8]=[C:9]([C:12]#[C:13][C:14]3[CH:24]=[CH:23][C:17]([C:18]([O:20]CC)=[O:19])=[CH:16][CH:15]=3)[CH:10]=2)[N:5]=[C:4]([S:25][CH2:26][CH2:27][CH2:28][CH2:29][CH2:30][CH2:31][CH3:32])[CH2:3]1.[Li+].[OH-].CC1(C)C2C(=CC=C(C#CC3C=CC(C(O)=O)=CC=3)C=2)N=C(OC(C)C)C1>C1COCC1.CCO>[CH3:1][C:2]1([CH3:33])[C:11]2[C:6](=[CH:7][CH:8]=[C:9]([C:12]#[C:13][C:14]3[CH:15]=[CH:16][C:17]([C:18]([OH:20])=[O:19])=[CH:23][CH:24]=3)[CH:10]=2)[N:5]=[C:4]([S:25][CH2:26][CH2:27][CH2:28][CH2:29][CH2:30][CH2:31][CH3:32])[CH2:3]1 |f:1.2|. Starting materials: O (H2O), Cl (HCl), C1N2CN3CN1CN(C2)C3 (hexamethylenetetramine), C(C)C1=CC=C(C=C1)O (4-ethylphenol). Run in CC(=O)O (AcOH), C(C)OCC (diethyl ether). Run at time 5 hour. Product: C(C)C=1C=CC(=C(C=O)C1)O (5-ethyl-2-hydroxy-benzaldehyde). RXN SMILES: [CH2:1]1N2CN3CN(C2)CN1C3.[CH2:11]([C:13]1[CH:18]=[CH:17][C:16]([OH:19])=[CH:15][CH:14]=1)[CH3:12].[OH2:20].Cl>CC(O)=O.C(OCC)C>[CH2:11]([C:13]1[CH:14]=[CH:15][C:16]([OH:19])=[C:17]([CH:18]=1)[CH:1]=[O:20])[CH3:12]. Procedure details: 114 g of hexamethylenetetramine were added to a solution of 20 g of 4-ethylphenol in 400 ml of AcOH. The reaction solution was stirred for 5 hrs. at 100° C. Then, 150 ml of H2O and 150 ml of 25% HCl solution were added. The mixture was stirred for 1 hr. at 100° C. Then, it was left to cool to room temperature. The crude product was isolated by extraction with diethyl ether and purified by chromatography on silica gel. There were obtained 8.6 g of 5-ethyl-2-hydroxy-benzaldehyde as a light yellow ... The reactants are FC=1C=CC(=C(C1)C)[N+](=O)[O-] (5-Fluoro-2-nitrotoluene), CN(C)C=O (DMF), C(=O)(OC(C)(C)C)N1CCNCC1 (Boc-piperazine), C([O-])([O-])=O.[K+].[K+] (potassium carbonate). Run in O (water). Conditions: temperature 50 celsius. The product is CC=1C=C(C=CC1[N+](=O)[O-])N1CCN(CC1)C(=O)OC(C)(C)C (tert-butyl 4-(3-methyl-4-nitrophenyl)piperazine-1-carboxylate). As a reaction SMILES: F[C:2]1[CH:3]=[CH:4][C:5]([N+:9]([O-:11])=[O:10])=[C:6]([CH3:8])[CH:7]=1.[C:12]([N:19]1[CH2:24][CH2:23][NH:22][CH2:21][CH2:20]1)([O:14][C:15]([CH3:18])([CH3:17])[CH3:16])=[O:13].C(=O)([O-])[O-].[K+].[K+].CN(C=O)C>O>[CH3:8][C:6]1[CH:7]=[C:2]([N:22]2[CH2:21][CH2:20][N:19]([C:12]([O:14][C:15]([CH3:18])([CH3:17])[CH3:16])=[O:13])[CH2:24][CH2:23]2)[CH:3]=[CH:4][C:5]=1[N+:9]([O-:11])=[O:10] |f:2.3.4|. Procedure details: 5-Fluoro-2-nitrotoluene (1 mL, 8.20 mmol, commercially available from Aldrich), Boc-piperazine (1.68 g, 9.02 mmol, commercially available from Aldrich), anhydrous potassium carbonate (2.27 g, 16.40 mmol) and DMF (25 mL) were combined and heated to 50° C. for 24 hours. Upon allowing the reaction mixture to cool to room temperature, water was added to the reaction mixture and the resulting precipitate was filtered as product, washed with ether and dried under reduced pressure to give 2.21 g tert-b... Starting materials: [OH-].[Na+] (sodium hydroxide), C(C)O (ethanol), S(O)(O)(=O)=O (sulfuric acid), O=C1C=C(CC(C)(C)C1)C (isophorone). Run in C(C)OC(C)=O (ethylacetate). Conditions: time 8 hour. Product: C(C)OC(CC(CC(C)=O)(C)C)=O (3,3-dimethyl-5-oxo-hexanoic acid ethyl ester). Yield: 85.9%. As a reaction SMILES: [O:1]=[C:2]1[CH2:9][C:6]([CH3:8])([CH3:7])[CH2:5][C:4]([CH3:10])=C1.[CH2:11]([OH:13])[CH3:12].S(=O)(=O)(O)[OH:15].[OH-].[Na+]>C(OC(=O)C)C>[CH2:11]([O:13][C:2](=[O:1])[CH2:9][C:6]([CH3:7])([CH3:8])[CH2:5][C:4](=[O:15])[CH3:10])[CH3:12] |f:3.4|. Procedure details: A solution of 15.8 g of isophorone in 70.0 g of ethylacetate was ozonolized at 0° C. for 2 hours. After addition of 80.0 g of absolute ethanol and 0.91 g of concentrated sulfuric acid, the reaction solution was cooked overnight under reflux. The cooled solution was adjusted to pH 7 with an ethanolic solution of sodium hydroxide. The ethanol and the ethylacetate were distilled off. The desired 3,3-dimethyl-5-oxo-hexanoic acid ethyl ester was isolated by vacuum distillation. 18.6 g of a colorless ... Reactants: CCCCCCCCCCCC (dodecane), CN[C@H]1[C@@H](CCCC1)NC (Racemic trans-N,N′-dimethyl-1,2-cyclohexanediamine), ClC1=CC=C(C=C1)C (4-chlorotoluene), C(CCCC)O (n-pentanol), [Na+].[I-] (NaI). The reagents and catalysts are [Cu]I (CuI). Solvent: C(C)(=O)OCC (Ethyl acetate), C(C)(=O)OCC (ethyl acetate). Run at temperature 130 celsius, time 24 hour. Product: ClC1=CC=C(C=C1)C (4-chlorotoluene), IC1=CC=C(C=C1)C (4-iodotoluene). Isolated yield 33.0%. As a reaction SMILES: [Na+].[I-:2].CN[C@@H]1CCCC[C@H]1NC.[Cl:13][C:14]1[CH:19]=[CH:18][C:17]([CH3:20])=[CH:16][CH:15]=1.C(O)CCCC.CCCCC[CH2:32][CH2:33][CH2:34][CH2:35][CH2:36][CH2:37][CH3:38]>C(OCC)(=O)C.[Cu]I>[Cl:13][C:14]1[CH:19]=[CH:18][C:17]([CH3:20])=[CH:16][CH:15]=1.[I:2][C:36]1[CH:35]=[CH:34][C:33]([CH3:32])=[CH:38][CH:37]=1 |f:0.1|. Procedure details: A Schlenk tube was charged with CuI (19.5 mg, 0.102 mmol, 5.0 mol %), NaI (450 mg, 3.00 mmol), evacuated and backfilled with argon. Racemic trans-N,N′-dimethyl-1,2-cyclohexanediamine (31.5 μL, 0.200 mmol, 10 mol %), 4-chlorotoluene (237 μL, 2.00 mmol), and n-pentanol (0.50 mL) were added under argon. The Schlenk tube was sealed with a Teflon valve and the reaction mixture was stirred at 130° C. for 24 h. The resulting dark green-gray suspension was allowed to reach room temperature. Ethyl acetat... Starting materials: CC1(C)CC=C(c2cc(C3CC(=O)NC(=O)C3)ccc2NC(=O)c2nc(C#N)cn2COCC[Si](C)(C)C)CC1, CO, ClCCl, O=C(O)C(F)(F)F. Product: CC1(C)CC=C(c2cc(C3CC(=O)NC(=O)C3)ccc2NC(=O)c2nc(C#N)c[nH]2)CC1. RXN SMILES: [CH3:1][C:2]1([CH3:40])[CH2:3][CH:4]=[C:5]([c:8]2[c:9]([NH:22][C:23](=[O:24])[c:25]3[n:26]([CH2:32][O:33][CH2:34][CH2:35][Si:36]([CH3:37])([CH3:38])[CH3:39])[cH:27][c:28]([C:30]#[N:31])[n:29]3)[cH:10][cH:11][c:12]([CH:14]3[CH2:15][C:16](=[O:21])[NH:17][C:18](=[O:20])[CH2:19]3)[cH:13]2)[CH2:6][CH2:7]1.[CH3:41][OH:42].[Cl:50][CH2:51][Cl:52].[F:43][C:44]([F:45])([F:46])[C:47]([OH:48])=[O:49]>>[CH3:1][C:2]1([CH3:40])[CH2:3][CH:4]=[C:5]([c:8]2[c:9]([NH:22][C:23](=[O:24])[c:25]3[nH:26][cH:27][c:28]([C:30]#[N:31])[n:29]3)[cH:10][cH:11][c:12]([CH:14]3[CH2:15][C:16](=[O:21])[NH:17][C:18](=[O:20])[CH2:19]3)[cH:13]2)[CH2:6][CH2:7]1. Starting materials: C(C1=CC=CC=C1)N1CCC2(CC1)OC1=C(C2)C=CC=C1 (2,3-dihydro-1'-benzylspiro[benzofuran-2,4'-piperidine]), Cl.C(C1=CC=CC=C1)N1CCC2(CC1)OC1=C(C2)C=CC=C1 (2,3-dihydro-1'-benzylspiro[benzofuran-2,4'-piperidine]hydrochloride), CCOCC (ether), [H][H] (hydrogen). Reagents/catalysts: [Pd] (palladium/carbon). Solvent: C(C)(C)O (isopropyl alcohol), benzene-ether. Yields the product N1CCC2(CC1)OC1=C(C2)C=CC=C1 (2,3-dihydrospiro[benzofuran-2,4'-piperidine]). RXN SMILES: C([N:8]1[CH2:13][CH2:12][C:11]2([CH2:17][C:16]3[CH:18]=[CH:19][CH:20]=[CH:21][C:15]=3[O:14]2)[CH2:10][CH2:9]1)C1C=CC=CC=1.Cl.C(N1CCC2(CC3C=CC=CC=3O2)CC1)C1C=CC=CC=1.[H][H].CCOCC>C(O)(C)C.[Pd]>[NH:8]1[CH2:13][CH2:12][C:11]2([CH2:17][C:16]3[CH:18]=[CH:19][CH:20]=[CH:21][C:15]=3[O:14]2)[CH2:10][CH2:9]1 |f:1.2|. Procedure: A solution of 5.3 g of 2,3-dihydro-1'-benzylspiro[benzofuran-2,4'-piperidine], free base of Example 1, in 250 ml of isopropyl alcohol is hydrogenated in a Paar shaker, 50 psig, 65°-70° C., with 1 g of a 10% palladium/carbon catalyst until the uptake of hydrogen is completed. Thereafter, the solution is successively permitted to cool to ambient temperature, filtered and concentrated to dryness, leaving a white solid. The solid is dissolved in a benzene-ether mixture, the solution is filtered thro... The reactants are C(C)(C)(C)OC(=O)N1CCC(CC1)C1=NNC(=N1)C=1SC=CN1 (4-(5-Thiazol-2-yl-1H-[1,2,4]triazol-3-yl)-piperidine-1-carboxylic acid tert-butyl ester), Cl (hydrogen chloride), CO (methanol). Run in O1CCOCC1 (dioxane), O1CCOCC1 (dioxane). Product: Cl.S1C(=NC=C1)C1=NC(=NN1)C1CCNCC1 (4-(5-Thiazol-2-yl-1H-[1,2,4]triazol-3-yl)-piperidine hydrochloride). Reaction SMILES: C(OC([N:8]1[CH2:13][CH2:12][CH:11]([C:14]2[N:18]=[C:17]([C:19]3[S:20][CH:21]=[CH:22][N:23]=3)[NH:16][N:15]=2)[CH2:10][CH2:9]1)=O)(C)(C)C.[ClH:24].CO>O1CCOCC1>[ClH:24].[S:20]1[CH:21]=[CH:22][N:23]=[C:19]1[C:17]1[NH:16][N:15]=[C:14]([CH:11]2[CH2:12][CH2:13][NH:8][CH2:9][CH2:10]2)[N:18]=1 |f:4.5|. Procedure details: The mixture of 7.59 g of the crude product obtained in step 4 is dissolved in dioxane and 68 ml hydrogen chloride 4M sol. in dioxane is added slowly. The product appears as an oil. After addition of 542 ml methanol the oil is dissolved. The solution is stirred over night until precipitation of the crystalline product. Starting materials: ClC1=C(C(NC(N1CC)=O)=O)C(C)C (6-chloro-1-ethyl-5-isopropyl-1H-pyrimidine-2,4-dione), [H-].[Na+] (NaH), COCCl (chloromethyl methyl ether). The solvent is CN(C)C=O (DMF). Conditions: time 40 minute. Yields the product ClC1=C(C(N(C(N1CC)=O)COC)=O)C(C)C (6-chloro-1-ethyl-5-isopropyl-3-methoxymethyl-1H-pyrimidine-2,4-dione). Isolated yield 91.2%. As a reaction SMILES: [Cl:1][C:2]1[N:7]([CH2:8][CH3:9])[C:6](=[O:10])[NH:5][C:4](=[O:11])[C:3]=1[CH:12]([CH3:14])[CH3:13].[H-].[Na+].[CH3:17][O:18][CH2:19]Cl>CN(C=O)C>[Cl:1][C:2]1[N:7]([CH2:8][CH3:9])[C:6](=[O:10])[N:5]([CH2:17][O:18][CH3:19])[C:4](=[O:11])[C:3]=1[CH:12]([CH3:13])[CH3:14] |f:1.2|. Procedure: To a stirred solution of 6-chloro-1-ethyl-5-isopropyl-1H-pyrimidine-2,4-dione (11.5 g, 53 mmol) in DMF (100 mL) in a water bath, was added 60% NaH (3.18 g, 79.6 mmol). After stirring for 40 min., technical grade chloromethyl methyl ether (7.6 mL, 80 mmol) was added and the mixture was stirred at room temperature overnight. The mixture was evaporated in vacuo and the residue was purified by silica gel column chromatography (eluent, ethyl acetate:hexane (1:5)) to give 12.6 g (91%) of 6-chloro-1-et...